Dataset: the Open Reaction Database (ORD), a public repository of structured organic reaction records. Task: describe an organic reaction: reactants, conditions, products, and yield The reactants are NC1=CC=C(C=C1)CCC=1N=C2N(C=CC(=C2)C)C1 (2-[2-(4-aminophenyl)ethyl]-7-methylimidazo[1,2-a]pyridine), Cl (hydrochloric acid). Reagents/catalysts: [Pd] (Palladium on carbon). The solvent is CO (methanol). Product: NC1=CC=C(C=C1)CCC=1N=C2N(CCC(C2)C)C1 (2-[2-(4-aminophenyl)ethyl]-7-methyl-5,6,7,8-tetrahydroimidazo[1,2-a]pyridine). Isolated yield 83.4%. RXN SMILES: [NH2:1][C:2]1[CH:7]=[CH:6][C:5]([CH2:8][CH2:9][C:10]2[N:11]=[C:12]3[CH:17]=[C:16]([CH3:18])[CH:15]=[CH:14][N:13]3[CH:19]=2)=[CH:4][CH:3]=1.Cl>[Pd].CO>[NH2:1][C:2]1[CH:7]=[CH:6][C:5]([CH2:8][CH2:9][C:10]2[N:11]=[C:12]3[CH2:17][CH:16]([CH3:18])[CH2:15][CH2:14][N:13]3[CH:19]=2)=[CH:4][CH:3]=1. Reported procedure: 10% Palladium on carbon (1.0 g) was added to a mixture of 2-[2-(4-aminophenyl)ethyl]-7-methylimidazo[1,2-a]pyridine (4.0 g) in methanol (100 ml) and 1N-hydrochloric acid (60 ml) and the mixture was subjected to catalytic reduction at ambient temperature under atmospheric pressure. The catalyst was removed by filtration and the filtrate was evaporated in vacuo. To the residue was added a mixture of ethyl acetate and water and the mixture was adjusted to pH 8 with potassium carbonate. The separate... Reactants: C(C)(C)N1N=CC(=C1)N (1-isopropylpyrazol-4-amine), ClC1=NC=C(C(=N1)CCC1=C(C=CC=C1)C1(CC1)C(=O)N)Cl (1-(2-(2-(2,5-dichloropyrimidin-4-yl)ethyl)phenyl)cyclopropanecarboxamide), CC=1C=CC(=CC1)S(=O)(=O)O.O (TsOH.H2O). Solvent: O1CCOCC1 (1,4-dioxane). Conditions: temperature 100 celsius. Yields the product ClC=1C(=NC(=NC1)NC=1C=NN(C1)C(C)C)CCC1=C(C=CC=C1)C1(CC1)C(=O)N (1-(2-(2-(5-Chloro-2-((1-isopropyl-1H-pyrazol-4-yl)amino)pyrimidin-4-yl)ethyl)phenyl)cyclopropanecarboxamide). Isolated yield 68.0%. Reaction SMILES: [CH:1]([N:4]1[CH:8]=[C:7]([NH2:9])[CH:6]=[N:5]1)([CH3:3])[CH3:2].Cl[C:11]1[N:16]=[C:15]([CH2:17][CH2:18][C:19]2[CH:24]=[CH:23][CH:22]=[CH:21][C:20]=2[C:25]2([C:28]([NH2:30])=[O:29])[CH2:27][CH2:26]2)[C:14]([Cl:31])=[CH:13][N:12]=1.CC1C=CC(S(O)(=O)=O)=CC=1.O>O1CCOCC1>[Cl:31][C:14]1[C:15]([CH2:17][CH2:18][C:19]2[CH:24]=[CH:23][CH:22]=[CH:21][C:20]=2[C:25]2([C:28]([NH2:30])=[O:29])[CH2:27][CH2:26]2)=[N:16][C:11]([NH:9][C:7]2[CH:6]=[N:5][N:4]([CH:1]([CH3:3])[CH3:2])[CH:8]=2)=[N:12][CH:13]=1 |f:2.3|. Procedure: A mixture of 1-isopropylpyrazol-4-amine (0.083 g, 0.66 mmol), 1-(2-(2-(2,5-dichloropyrimidin-4-yl)ethyl)phenyl)cyclopropanecarboxamide A14 (0.110 g, 0.327 mmol) and TsOH.H2O (0.013 g, 0.066 mmol) in 1,4-dioxane (2.0 mL) was heated in the microwave to 100° C. for 3 hours. The mixture was concentrated under reduced pressure and purified by silica gel column chromatography (0-100% EtOAc in petroleum benzine 40-60° C. then 0-10% MeOH in EtOAc) to give the title compound 30 (0.094 g, 68%). LCMS-D: rt... Reactants: BrC=1C=C2CCC(CC2=CC1)=O (6-bromo-2-tetralone), C1(CCCC1)N (cylcopentylamine), CC1=CC=C(C=C1)S(=O)(=O)O (tosic acid), [BH4-].[Na+] (sodium borohydride), Cl (HCl). The solvent is CO (methanol). Yields the product BrC=1C=C2CCC(CC2=CC1)NC1CCCC1 ((6-bromo-1,2,3,4-tetrahydro-naphthalen-2-yl)-cyclopentyl-amine). Yield: 33.0%. Reaction SMILES: [Br:1][C:2]1[CH:3]=[C:4]2[C:9](=[CH:10][CH:11]=1)[CH2:8][C:7](=O)[CH2:6][CH2:5]2.[CH:13]1([NH2:18])[CH2:17][CH2:16][CH2:15][CH2:14]1.CC1C=CC(S(O)(=O)=O)=CC=1.[BH4-].[Na+].Cl>CO>[Br:1][C:2]1[CH:3]=[C:4]2[C:9](=[CH:10][CH:11]=1)[CH2:8][CH:7]([NH:18][CH:13]1[CH2:17][CH2:16][CH2:15][CH2:14]1)[CH2:6][CH2:5]2 |f:3.4|. Procedure details: Charged 50 mL round bottomed flask with 6-bromo-2-tetralone (0.750 g., 3.33 mmoles., 1.0 eq.), cylcopentylamine (0.567 g., 0.648 mL., 6.66 mmoles., 2.0 eq.) and catalytic amount of tosic acid. Fitted flask with a Dean-Stark trap and heated reaction mixture overnight at 155° C. The next day, removed remaining solvent from reaction mixture using reduced pressure. Added 25 mL of methanol and placed reaction mixture on an ice bath. Added sodium borohydride (0.630 g, 16.6 mmoles, 5.0 eq.). Removed ic... Reactants: COC(=O)c1cccc(Br)c1CBr, C1CCOC1, CN, CCO. Yields the product CN1Cc2c(Br)cccc2C1=O. As a reaction SMILES: [Br:6][c:7]1[c:8]([CH2:17][Br:12])[c:9]([C:10](=[O:11])[O:13][CH3:18])[cH:14][cH:15][cH:16]1.[CH2:19]1[O:20][CH2:21][CH2:22][CH2:23]1.[CH3:1][NH2:2].[CH3:3][CH2:4][OH:5]>>[CH3:1][N:2]1[C:10](=[O:11])[c:9]2[c:8]([c:7]([Br:6])[cH:16][cH:15][cH:14]2)[CH2:17]1.